From a dataset of the Open Reaction Database (ORD), a public repository of structured organic reaction records. describe an organic reaction: reactants, conditions, products, and yield The reactants are Br.BrCC=1N=C2C(=NC(=NC2=NC1)N)N (6-bromomethyl-2,4-pteridinediamine hydrobromide), NCC1=NC=CC=C1 (2-(aminomethyl) pyridine), crude product, C([O-])(O)=O (bicarbonate). Solvent: CN(C(C)=O)C (N,N dimethylacetamide). Run at temperature 50 celsius, time 8 hour. The product is N1=C(C=CC=C1)CNCC=1N=C2C(=NC(=NC2=NC1)N)N (6-[{(Pyridin-2-ylmethyl)-amino]-methyl}-2,4-pteridinediamine). Yield: 57.2%. RXN SMILES: Br.Br[CH2:3][C:4]1[N:5]=[C:6]2[C:11](=[N:12][CH:13]=1)[N:10]=[C:9]([NH2:14])[N:8]=[C:7]2[NH2:15].[NH2:16][CH2:17][C:18]1[CH:23]=[CH:22][CH:21]=[CH:20][N:19]=1.C(=O)(O)[O-]>CN(C)C(=O)C>[N:19]1[CH:20]=[CH:21][CH:22]=[CH:23][C:18]=1[CH2:17][NH:16][CH2:3][C:4]1[N:5]=[C:6]2[C:11](=[N:12][CH:13]=1)[N:10]=[C:9]([NH2:14])[N:8]=[C:7]2[NH2:15] |f:0.1|. Procedure: To a solution of 6-bromomethyl-2,4-pteridinediamine hydrobromide (51 mg, 0.2 mmol) in anhydrous N,N dimethylacetamide was added 2-(aminomethyl) pyridine (22.48 ul, 0.22 mmol). The reaction mixture was stirred at 50° C. overnight. The crude product was poured into saturated bicarbonate solution. The resulted precipitate was collected and purified by preparative HPLC. 32.3 mg product was obtained. Yield: 57%; 1H NMR (500 MHz, DMSO-d6): δ 3.93801 (s, 2H), 4.05772(s, 2H), 7.5758–7.6003 (m, 1H), 7.97... Reactants: [H-].[Na+] (NaH), C(CC)C1CC(NC1)=O (4-propylpyrrolidin-2-one), BrC=1C(=C2C(=NC1)N(C=N2)CC2=CC=C(C=C2)OC)CCl (6-bromo-7-(chloromethyl)-3-(4-methoxybenzyl)-3H-imidazo[4,5-b]pyridine). Reagents/catalysts: [Br-].C(CCC)[N+](CCCC)(CCCC)CCCC (tetrabutylammonium bromide). Solvent: CN(C)C=O (DMF), CN(C)C=O (DMF). Run at temperature 0 celsius, time 10 minute. Yields the product BrC=1C(=C2C(=NC1)N(C=N2)CC2=CC=C(C=C2)OC)CN2C(CC(C2)CCC)=O (1-{[6-bromo-3-(4-methoxybenzyl)-3H-imidazo[4,5-b]pyridin-7-yl]methyl}-4-propylpyrrolidin-2-one). Isolated yield 65.0%. As a reaction SMILES: [CH2:1]([CH:4]1[CH2:8][NH:7][C:6](=[O:9])[CH2:5]1)[CH2:2][CH3:3].[H-].[Na+].[Br:12][C:13]1[C:14]([CH2:31]Cl)=[C:15]2[N:21]=[CH:20][N:19]([CH2:22][C:23]3[CH:28]=[CH:27][C:26]([O:29][CH3:30])=[CH:25][CH:24]=3)[C:16]2=[N:17][CH:18]=1>CN(C=O)C.[Br-].C([N+](CCCC)(CCCC)CCCC)CCC>[Br:12][C:13]1[C:14]([CH2:31][N:7]2[CH2:8][CH:4]([CH2:1][CH2:2][CH3:3])[CH2:5][C:6]2=[O:9])=[C:15]2[N:21]=[CH:20][N:19]([CH2:22][C:23]3[CH:28]=[CH:27][C:26]([O:29][CH3:30])=[CH:25][CH:24]=3)[C:16]2=[N:17][CH:18]=1 |f:1.2,5.6|. Procedure details: 4-propylpyrrolidin-2-one x1 (0.23 g, 1.1 eq, 1.8 mmol) is dissolved in absolute DMF (10 ml). Then 60% NaH (0.072 g, 1.1 eq, 1.8 mmol) is added at 0° C. in a flow of argon. The reaction mixture is stirred for 10 min at 0° C., and then for 10 min at room temperature to complete the reaction. The mixture is cooled again to 0° C. and a solution of 6-bromo-7-(chloromethyl)-3-(4-methoxybenzyl)-3H-imidazo[4,5-b]pyridine x212 (0.59 g, 1 eq) in absolute DMF (5 ml) additionally containing 0.1 g (0.2 eq, 0...